Dataset: the Open Reaction Database (ORD), a public repository of structured organic reaction records. Task: describe an organic reaction: reactants, conditions, products, and yield Starting materials: CCO, CC1CN(c2ncc(C(C)(C)O)cc2Cl)CCN1, FC(F)(F)c1ccc2nc(Cl)[nH]c2c1. Product: CC1CN(c2ncc(C(C)(C)O)cc2Cl)CCN1c1nc2cc(C(F)(F)F)ccc2[nH]1. Reaction SMILES: [CH3:33][CH2:34][OH:35].[Cl:15][c:16]1[cH:17][c:18]([C:29]([CH3:30])([CH3:31])[OH:32])[cH:19][n:20][c:21]1[N:22]1[CH2:23][CH:24]([CH3:28])[NH:25][CH2:26][CH2:27]1.[Cl:1][c:2]1[n:3][c:4]2[c:5]([nH:6]1)[cH:7][c:8]([C:11]([F:12])([F:13])[F:14])[cH:9][cH:10]2>>[c:2]1([N:25]2[CH:24]([CH3:28])[CH2:23][N:22]([c:21]3[c:16]([Cl:15])[cH:17][c:18]([C:29]([CH3:30])([CH3:31])[OH:32])[cH:19][n:20]3)[CH2:27][CH2:26]2)[nH:3][c:4]2[c:5]([n:6]1)[cH:7][c:8]([C:11]([F:12])([F:13])[F:14])[cH:9][cH:10]2. The reactants are COC=1C=C(C=CC1)C1CNCCS1(=O)=O (2-(3-methoxyphenyl)-thiomorpholine-1,1-dioxide), FC([C@H]1OC1)(F)F ((S)-2-(trifluoromethyl)oxirane), FC([C@H]1OC1)(F)F ((S)-2-(trifluoromethyl)oxirane). The solvent is ClCCl (dichloromethane). Reaction conditions: time 8 hour. Yields the product FC([C@H](CN1CC(S(CC1)(=O)=O)C1=CC(=CC=C1)OC)O)(F)F ((S)-1,1,1-trifluoro-3-[2-(3-methoxyphenyl)-1,1-dioxo-1λ6-thiomorpholin-4-yl]-propan-2-ol). The yield is 65.3%. Reaction SMILES: [CH3:1][O:2][C:3]1[CH:4]=[C:5]([CH:9]2[S:14](=[O:16])(=[O:15])[CH2:13][CH2:12][NH:11][CH2:10]2)[CH:6]=[CH:7][CH:8]=1.[F:17][C:18]([F:23])([F:22])[C@@H:19]1[CH2:21][O:20]1>ClCCl>[F:17][C:18]([F:23])([F:22])[C@@H:19]([OH:20])[CH2:21][N:11]1[CH2:12][CH2:13][S:14](=[O:16])(=[O:15])[CH:9]([C:5]2[CH:6]=[CH:7][CH:8]=[C:3]([O:2][CH3:1])[CH:4]=2)[CH2:10]1. Procedure: In a 25 mL round-bottomed flask was placed 2-(3-methoxyphenyl)-thiomorpholine-1,1-dioxide (252 mg, 1.04 mmol), followed by (S)-2-(trifluoromethyl)oxirane (129 mg, 1.15 mmol). The reaction mixture was stirred overnight. Reaction was not complete. An additional 100 mg of the (S)-2-(trifluoromethyl)oxirane was added followed by a small amount of dichloromethane. Reaction mixture was stirred at room temperature for an additional 2 h. The crude material was purified by flash chromatography (silica ge... The reactants are CN1CCCC1=O, COC(C)(C)C, Cc1ccccc1, CCN(C(C)C)C(C)C, COC(=O)c1c(F)c(F)c(F)c(F)c1F, NCc1ccccc1. The product is COC(=O)c1c(F)c(F)c(NCc2ccccc2)c(F)c1F. RXN SMILES: [CH3:16][N:17]1[CH2:18][CH2:19][CH2:20][C:21]1=[O:22].[CH3:40][O:41][C:42]([CH3:43])([CH3:44])[CH3:45].[CH3:46][c:47]1[cH:48][cH:49][cH:50][cH:51][cH:52]1.[CH:31]([N:32]([CH2:33][CH3:34])[CH:35]([CH3:36])[CH3:37])([CH3:38])[CH3:39].[F:1][c:2]1[c:3]([F:15])[c:4]([F:14])[c:5]([F:13])[c:6]([F:12])[c:7]1[C:8](=[O:9])[O:10][CH3:11].[NH2:23][CH2:24][c:25]1[cH:26][cH:27][cH:28][cH:29][cH:30]1>>[F:1][c:2]1[c:3]([F:15])[c:4]([NH:23][CH2:24][c:25]2[cH:26][cH:27][cH:28][cH:29][cH:30]2)[c:5]([F:13])[c:6]([F:12])[c:7]1[C:8](=[O:9])[O:10][CH3:11]. Starting materials: C(#N)C=1C=CC2=C([C@H]([C@@H](C(O2)(CF)CF)O)N2C(C=CC=C2)=O)C1 (trans-6-cyano-2,2-bisfluoromethyl-3,4-dihydro-4-(1,2-dihydro-2-oxo-1-pyridyl)-2H-1-benzopyran-3-ol), [OH-].[Na+] (sodium hydroxide), O1CCOCC1 (dioxane). Solvent: O (Water). Product: C(#N)C=1C=CC2=C(C(=CC(O2)(CF)CF)N2C(C=CC=C2)=O)C1 (6-cyano-2,2-bisfluoromethyl-4-(1,2-dihydro-2-oxo-1-pyridyl)-2H-1-benzopyran). Reaction SMILES: [C:1]([C:3]1[CH:4]=[CH:5][C:6]2[O:11][C:10]([CH2:14][F:15])([CH2:12][F:13])[C@@H:9](O)[C@H:8]([N:17]3[CH:22]=[CH:21][CH:20]=[CH:19][C:18]3=[O:23])[C:7]=2[CH:24]=1)#[N:2].[OH-].[Na+].O1CCOCC1>O>[C:1]([C:3]1[CH:4]=[CH:5][C:6]2[O:11][C:10]([CH2:14][F:15])([CH2:12][F:13])[CH:9]=[C:8]([N:17]3[CH:22]=[CH:21][CH:20]=[CH:19][C:18]3=[O:23])[C:7]=2[CH:24]=1)#[N:2] |f:1.2|. Procedure: A mixture of 0.13 g of trans-6-cyano-2,2-bisfluoromethyl-3,4-dihydro-4-(1,2-dihydro-2-oxo-1-pyridyl)-2H-1-benzopyran-3-ol, 0.13 g of sodium hydroxide on support and 2 ml of dioxane was refluxed for 45 minutes. Water was added thereto and the mixture was extracted with ethyl acetate. After the organic layer was washed with water and dried, the solvent was distilled off. The resultant residue was recrystallized from ethyl acetate to obtain 6-cyano-2,2-bisfluoromethyl-4-(1,2-dihydro-2-oxo-1-pyridyl... The reactants are COC(C1=C(C(=CC(=C1)F)[N+](=O)[O-])CN=[N+]=[N-])=O (2-(azidomethyl)-5-fluoro-3-nitrobenzoic acid methyl ester), C(C)O (ethanol). Reagents/catalysts: [Pd] (Pd/C). The solvent is C(C)(=O)O (acetic acid). Run at time 8 hour. Product: NC1=C2CNC(C2=CC(=C1)F)=O (4-Amino-6-fluoro-2,3-dihydroisoindol-1-one). As a reaction SMILES: C[O:2][C:3](=O)[C:4]1[CH:9]=[C:8]([F:10])[CH:7]=[C:6]([N+:11]([O-])=O)[C:5]=1[CH2:14][N:15]=[N+]=[N-].C(O)C>[Pd].C(O)(=O)C>[NH2:11][C:6]1[CH:7]=[C:8]([F:10])[CH:9]=[C:4]2[C:5]=1[CH2:14][NH:15][C:3]2=[O:2]. Procedure details: 1.86 g (7.32 mmol) of 2-(azidomethyl)-5-fluoro-3-nitrobenzoic acid methyl ester is added into 46 ml of ethanol and 3.4 ml of glacial acetic acid, and it is mixed with 256.6 mg of Pd/C. After stirring overnight at room temperature under hydrogen atmosphere, the catalyst is suctioned off with a glass-fiber filter, and the filtrate is evaporated to the dry state. The residue, 1.18 mg (97.5%) of the desired compound, is further used in crude form. Starting materials: NC1=C(C=C2NC(C(=NC2=C1)C(=O)OCC)=O)Cl (ethyl 7-amino-6-chloro-3,4-dihydro-3-oxoquinoxaline-2-carboxylate), COC1OC(CC1C=O)OC (2,5-dimethoxytetrahydrofuran-3-aldehyde), C(C)(=O)OCC.CCCCCC (ethyl acetate hexane), O (water). The solvent is C(C)(=O)O (acetic acid). Reaction conditions: time 40 minute. The product is ClC=1C=C2NC(C(=NC2=CC1N1C=C(C=C1)C=O)C(=O)OCC)=O (Ethyl 6-Chloro-3,4-dihydro-7-(3-formylpyrrole-1-yl)-3-oxoquinoxaline-2-carboxylate). Yield: 25.7%. RXN SMILES: [NH2:1][C:2]1[CH:11]=[C:10]2[C:5]([NH:6][C:7](=[O:17])[C:8]([C:12]([O:14][CH2:15][CH3:16])=[O:13])=[N:9]2)=[CH:4][C:3]=1[Cl:18].C[O:20][CH:21]1[CH:25]([CH:26]=O)[CH2:24][CH:23](OC)O1.O.C(OCC)(=O)C.CCCCCC>C(O)(=O)C>[Cl:18][C:3]1[CH:4]=[C:5]2[C:10](=[CH:11][C:2]=1[N:1]1[CH:23]=[CH:24][C:25]([CH:21]=[O:20])=[CH:26]1)[N:9]=[C:8]([C:12]([O:14][CH2:15][CH3:16])=[O:13])[C:7](=[O:17])[NH:6]2 |f:3.4|. Procedure details: To a solution of ethyl 7-amino-6-chloro-3,4-dihydro-3-oxoquinoxaline-2-carboxylate (500mg, 1.87 mmol) in acetic acid (10 ml) was added dropwise 2,5-dimethoxytetrahydrofuran-3-aldehyde (318 μl, 2.24 mmol) at 50° C., and the mixture was stirred for 40 minutes at the same temperature. The reaction mixture was poured into water (100 ml), which was extracted with ethyl acetate. After dried over anhydrous sodium sulfate, solvent was distilled off. The residue obtained was submitted to silica gel colum... The reactants are C1CCOC1, CCC1CC(N(Cc2cc(C(F)(F)F)cc(C(F)(F)F)c2)c2nnn(C)n2)c2nc(C(F)(F)F)ccc2N1C(=O)OCC(C)(C)C(=O)OC, Cl, [Li+], [OH-]. The product is CCC1CC(N(Cc2cc(C(F)(F)F)cc(C(F)(F)F)c2)c2nnn(C)n2)c2nc(C(F)(F)F)ccc2N1C(=O)OCC(C)(C)C(=O)O. RXN SMILES: [CH2:53]1[O:54][CH2:55][CH2:56][CH2:57]1.[CH3:3][O:4][C:5](=[O:6])[C:7]([CH2:8][O:9][C:10](=[O:11])[N:12]1[CH:13]([CH2:48][CH3:49])[CH2:14][CH:15]([N:26]([c:27]2[n:28][n:29][n:30]([CH3:32])[n:31]2)[CH2:33][c:34]2[cH:35][c:36]([C:44]([F:45])([F:46])[F:47])[cH:37][c:38]([C:40]([F:41])([F:42])[F:43])[cH:39]2)[c:16]2[n:17][c:18]([C:22]([F:23])([F:24])[F:25])[cH:19][cH:20][c:21]21)([CH3:50])[CH3:51].[ClH:52].[Li+:2].[OH-:1]>>[O:4]=[C:5]([OH:6])[C:7]([CH2:8][O:9][C:10](=[O:11])[N:12]1[CH:13]([CH2:48][CH3:49])[CH2:14][CH:15]([N:26]([c:27]2[n:28][n:29][n:30]([CH3:32])[n:31]2)[CH2:33][c:34]2[cH:35][c:36]([C:44]([F:45])([F:46])[F:47])[cH:37][c:38]([C:40]([F:41])([F:42])[F:43])[cH:39]2)[c:16]2[n:17][c:18]([C:22]([F:23])([F:24])[F:25])[cH:19][cH:20][c:21]21)([CH3:50])[CH3:51].